From a dataset of the Open Reaction Database (ORD), a public repository of structured organic reaction records. describe an organic reaction: reactants, conditions, products, and yield The reactants are CCOC(=O)n1nc(NC(=O)c2ccccc2[N+](=O)[O-])c2cc(C(=O)NC(C)(C)c3ccccc3)sc21, CCOC(C)=O. The product is CCOC(=O)n1nc(NC(=O)c2ccccc2N)c2cc(C(=O)NC(C)(C)c3ccccc3)sc21. Reaction SMILES: [CH2:1]([CH3:2])[O:3][C:4](=[O:5])[n:6]1[n:7][c:8]([NH:26][C:27]([c:28]2[c:29]([N+:34]([O-:35])=[O:36])[cH:30][cH:31][cH:32][cH:33]2)=[O:37])[c:9]2[c:10]1[s:11][c:12]([C:14]([NH:15][C:16]([CH3:17])([c:18]1[cH:19][cH:20][cH:21][cH:22][cH:23]1)[CH3:24])=[O:25])[cH:13]2.[CH2:38]([O:39][C:40](=[O:41])[CH3:42])[CH3:43]>>[CH2:1]([CH3:2])[O:3][C:4](=[O:5])[n:6]1[n:7][c:8]([NH:26][C:27]([c:28]2[c:29]([NH2:34])[cH:30][cH:31][cH:32][cH:33]2)=[O:37])[c:9]2[c:10]1[s:11][c:12]([C:14]([NH:15][C:16]([CH3:17])([c:18]1[cH:19][cH:20][cH:21][cH:22][cH:23]1)[CH3:24])=[O:25])[cH:13]2. Reactants: NC=1C2=CC=CC=C2C=2C=CC=CC2C1 (9-aminophenanthrene), ferric chloride, [OH-].[Na+] (NaOH), C(C=C)=O (propenal). Run in C(C)(=O)O (acetic acid). Product: N1=CC=CC2=C3C(=C4C(=C12)C=CC=C4)C=CC=C3 (dibenzo[h,f]quinoline). RXN SMILES: [NH2:1][C:2]1[C:3]2[C:8]([C:9]3[CH:10]=[CH:11][CH:12]=[CH:13][C:14]=3[CH:15]=1)=[CH:7][CH:6]=[CH:5][CH:4]=2.[CH:16](=O)[CH:17]=[CH2:18].[OH-].[Na+]>[Cl-].[Zn+2].[Cl-].C(O)(=O)C>[N:1]1[C:2]2[C:15](=[C:14]3[CH:13]=[CH:12][CH:11]=[CH:10][C:9]3=[C:8]3[CH:7]=[CH:6][CH:5]=[CH:4][C:3]3=2)[CH:18]=[CH:17][CH:16]=1 |f:2.3,4.5.6|. The yield is 33.6%. Reported procedure: 2.52 g of 9-aminophenanthrene (13 mmol) was added into a two-necked bottle and placed in a drying oven. After 2.1 g of ferric chloride (13 mmol) and 1.77 g of zinc chloride (13 mmol) were added, a nitrogen gas was conducted. Next, 25 ml of acetic acid was slowly added. Next, 875 mg of propenal (15.6 mmol) was then added with thermal reflux for three hours. After cooling, 15% of the NaOH aqueous solution was slowly added under an ice bath to neutralize the pH level to 7. Next, the resulting solut... The reagents and catalysts are [Cl-].[Zn+2].[Cl-] (zinc chloride). Starting materials: CO, [H][H], CC(C)(C)OC(=O)N1CC2CC1CN2C(=O)C1(CC(F)F)C=CC(N)C1. Product: CC(C)(C)OC(=O)N1CC2CC1CN2C(=O)C1(CC(F)F)CCC(N)C1. RXN SMILES: [CH3:29][OH:30].[H:27][H:28].[NH2:1][CH:2]1[CH:3]=[CH:4][C:5]([CH2:7][CH:8]([F:9])[F:10])([C:11](=[O:12])[N:13]2[CH:14]3[CH2:15][N:16]([C:20](=[O:21])[O:22][C:23]([CH3:24])([CH3:25])[CH3:26])[CH:17]([CH2:18]2)[CH2:19]3)[CH2:6]1>>[NH2:1][CH:2]1[CH2:3][CH2:4][C:5]([CH2:7][CH:8]([F:9])[F:10])([C:11](=[O:12])[N:13]2[CH:14]3[CH2:15][N:16]([C:20](=[O:21])[O:22][C:23]([CH3:24])([CH3:25])[CH3:26])[CH:17]([CH2:18]2)[CH2:19]3)[CH2:6]1. Starting materials: Cc1oncc1C(=O)Cl, CN1CCCC1=O, Nc1cc(Oc2ccc3nc(NC(=O)C4CC4)cn3n2)ccc1F. The product is Cc1oncc1C(=O)Nc1cc(Oc2ccc3nc(NC(=O)C4CC4)cn3n2)ccc1F. Reaction SMILES: [CH3:25][c:26]1[c:27]([C:31](=[O:32])[Cl:33])[cH:28][n:29][o:30]1.[CH3:34][N:35]1[CH2:36][CH2:37][CH2:38][C:39]1=[O:40].[NH2:1][c:2]1[cH:3][c:4]([O:5][c:6]2[cH:7][cH:8][c:9]3[n:10]([n:11]2)[cH:12][c:13]([NH:15][C:16](=[O:17])[CH:18]2[CH2:19][CH2:20]2)[n:14]3)[cH:21][cH:22][c:23]1[F:24]>>[NH:1]([c:2]1[cH:3][c:4]([O:5][c:6]2[cH:7][cH:8][c:9]3[n:10]([n:11]2)[cH:12][c:13]([NH:15][C:16](=[O:17])[CH:18]2[CH2:19][CH2:20]2)[n:14]3)[cH:21][cH:22][c:23]1[F:24])[C:31]([c:27]1[c:26]([CH3:25])[o:30][n:29][cH:28]1)=[O:32]. Starting materials: BrCC=1C=C(C=CC1)NC(C1=CC=C(C=C1)OCCCCCCCCCCCCCC)=O (N-[3-(bromomethyl) phenyl]-4-(tetradecyloxy)benzamide), CC1=CN=CS1 (5-methylthiazole). Run in C1(=CC=CC=C1)C (toluene). The product is [Br-].CC1=C[N+](=CS1)CC1=CC(=CC=C1)NC(C1=CC=C(C=C1)OCCCCCCCCCCCCCC)=O (5-Methyl-3-[[3-[[4-(tetradecyloxy)benzoyl]amino]phenyl]methyl]thiazolium bromide). Isolated yield 91.9%. As a reaction SMILES: [Br:1][CH2:2][C:3]1[CH:4]=[C:5]([NH:9][C:10](=[O:32])[C:11]2[CH:16]=[CH:15][C:14]([O:17][CH2:18][CH2:19][CH2:20][CH2:21][CH2:22][CH2:23][CH2:24][CH2:25][CH2:26][CH2:27][CH2:28][CH2:29][CH2:30][CH3:31])=[CH:13][CH:12]=2)[CH:6]=[CH:7][CH:8]=1.[CH3:33][C:34]1[S:38][CH:37]=[N:36][CH:35]=1>C1(C)C=CC=CC=1>[Br-:1].[CH3:33][C:34]1[S:38][CH:37]=[N+:36]([CH2:2][C:3]2[CH:8]=[CH:7][CH:6]=[C:5]([NH:9][C:10](=[O:32])[C:11]3[CH:16]=[CH:15][C:14]([O:17][CH2:18][CH2:19][CH2:20][CH2:21][CH2:22][CH2:23][CH2:24][CH2:25][CH2:26][CH2:27][CH2:28][CH2:29][CH2:30][CH3:31])=[CH:13][CH:12]=3)[CH:4]=2)[CH:35]=1 |f:3.4|. Reported procedure: A mixture of 4 g of N-[3-(bromomethyl) phenyl]-4-(tetradecyloxy)benzamide and 3.95 g of 5-methylthiazole in 50 ml of toluene is refluxed under argon for 4 hours. The solvent is removed and ether added to the residue. The solid is collected by centrifugation and washed several times with ether then vacuum dried to give 4.4 g of the desired product as a white powder, m.p. 188°-192° C. Starting materials: [BH4-], CO, O=Cc1ccccc1, NCCc1ccc(Oc2ncccc2C(N)=O)cc1, [Na+]. The product is NC(=O)c1cccnc1Oc1ccc(CCNCc2ccccc2)cc1. As a reaction SMILES: [BH4-:28].[CH3:30][OH:31].[CH:20](=[O:21])[c:22]1[cH:23][cH:24][cH:25][cH:26][cH:27]1.[NH2:1][CH2:2][CH2:3][c:4]1[cH:5][cH:6][c:7]([O:8][c:9]2[c:10]([C:11](=[O:12])[NH2:13])[cH:14][cH:15][cH:16][n:17]2)[cH:18][cH:19]1.[Na+:29]>>[NH:1]([CH2:2][CH2:3][c:4]1[cH:5][cH:6][c:7]([O:8][c:9]2[c:10]([C:11](=[O:12])[NH2:13])[cH:14][cH:15][cH:16][n:17]2)[cH:18][cH:19]1)[CH2:20][c:22]1[cH:23][cH:24][cH:25][cH:26][cH:27]1. The reactants are CCOc1noc(C2=NC(C)(C)CO2)c1C, ClC(Cl)(Cl)Cl, O=C1CCC(=O)N1Br. Yields the product CCOc1noc(C2=NC(C)(C)CO2)c1CBr. RXN SMILES: [CH3:1][C:2]1([CH3:16])[N:3]=[C:4]([c:7]2[c:8]([CH3:15])[c:9]([O:12][CH2:13][CH3:14])[n:10][o:11]2)[O:5][CH2:6]1.[Cl:25][C:26]([Cl:27])([Cl:28])[Cl:29].[O:17]=[C:18]1[N:19]([Br:24])[C:20](=[O:21])[CH2:22][CH2:23]1>>[CH3:1][C:2]1([CH3:16])[N:3]=[C:4]([c:7]2[c:8]([CH2:15][Br:24])[c:9]([O:12][CH2:13][CH3:14])[n:10][o:11]2)[O:5][CH2:6]1.